The task is: describe an organic reaction: reactants, conditions, products, and yield. This data is from the Open Reaction Database (ORD), a public repository of structured organic reaction records. Starting materials: NCCCN1CCN(CC1)CC1=CC=C(C=C1)Cl (1-(3-aminopropyl)-4-(4-chlorobenzyl)piperazine), COC1=CC=C(C=C1)N=C=O (4-methoxyphenyl isocyanate). Run in C(Cl)Cl (methylene chloride). The product is Cl.ClC1=CC=C(CN2CCN(CC2)CCCNC(=O)NC2=CC=C(C=C2)OC)C=C1 (1-{3-[4-(4-Chlorobenzyl)piperazin-1-yl]-propyl}-3-(4-methoxyphenyl)urea hydrochloride). The yield is 82.9%. RXN SMILES: [NH2:1][CH2:2][CH2:3][CH2:4][N:5]1[CH2:10][CH2:9][N:8]([CH2:11][C:12]2[CH:17]=[CH:16][C:15]([Cl:18])=[CH:14][CH:13]=2)[CH2:7][CH2:6]1.[CH3:19][O:20][C:21]1[CH:26]=[CH:25][C:24]([N:27]=[C:28]=[O:29])=[CH:23][CH:22]=1>C(Cl)Cl>[ClH:18].[Cl:18][C:15]1[CH:14]=[CH:13][C:12]([CH2:11][N:8]2[CH2:9][CH2:10][N:5]([CH2:4][CH2:3][CH2:2][NH:1][C:28]([NH:27][C:24]3[CH:25]=[CH:26][C:21]([O:20][CH3:19])=[CH:22][CH:23]=3)=[O:29])[CH2:6][CH2:7]2)=[CH:17][CH:16]=1 |f:3.4|. Procedure: The procedure described in Example 3 was followed, using 1-(3-aminopropyl)-4-(4-chlorobenzyl)piperazine (5.09 g; 19 mmole), methylene chloride (50 ml) and 4-methoxyphenyl isocyanate (2.83 g; 19 mmole). Recrystallization from methanol/methylene chloride provided the title compound (3.57 g; 45% yield) as orange-white crystals, m.p. 237°-238° C. Starting materials: O (water), C(=C)OCCO (2-Hydroxyethyl vinyl ether), [H-].[Na+] (sodium hydride), BrCCCCCCC(=O)OCC (ethyl 7-bromoheptanoate). The reagents and catalysts are [I-].C(CCC)[N+](CCCC)(CCCC)CCCC (tetrabutylammonium iodide). The solvent is C1(=CC=CC=C1)C (toluene). Reaction conditions: temperature 100 celsius, time 3 hour. Yields the product C=COCCOCCCCCCC(=O)OCC (CH2═CHOCH2CH2O(CH2)6COOC2H5). Yield: 50.7%. Reaction SMILES: [CH:1]([O:3][CH2:4][CH2:5][OH:6])=[CH2:2].[H-].[Na+].Br[CH2:10][CH2:11][CH2:12][CH2:13][CH2:14][CH2:15][C:16]([O:18][CH2:19][CH3:20])=[O:17].O>C1(C)C=CC=CC=1.[I-].C([N+](CCCC)(CCCC)CCCC)CCC>[CH2:2]=[CH:1][O:3][CH2:4][CH2:5][O:6][CH2:10][CH2:11][CH2:12][CH2:13][CH2:14][CH2:15][C:16]([O:18][CH2:19][CH3:20])=[O:17] |f:1.2,6.7|. Reported procedure: 2-Hydroxyethyl vinyl ether (0.42 mol) was added dropwise to a flask, in which sodium hydride (0.42 mol) had been dispersed in anhydrous toluene (60 ml), under a nitrogen atmosphere. After the drop addition, ethyl 7-bromoheptanoate (0.42 mol) was added dropwise. Thereafter, tetrabutylammonium iodide (2 g) was immediately added to stir the mixture at 100° C. for 3 hours. The reaction mixture was poured into water, and the resultant-organic layer was washed with water and then combined with an extr...